This data is from the Open Reaction Database (ORD), a public repository of structured organic reaction records. The task is: describe an organic reaction: reactants, conditions, products, and yield Starting materials: FC(C(C(C(F)(F)F)(F)F)(F)F)(S(=O)(=O)OC1=C(C=C(C2=CC=CC=C12)Br)C#N)F (4-bromo-2-cyanonaphthalen-1-yl perfluorobutanesulfonate), ClC1=CC=C(C=C1)B(O)O (4-chlorophenylboronic acid), C(=O)([O-])[O-].[K+].[K+] (K2CO3). The reagents and catalysts are C1=CC=C(C=C1)[PH+](C2=CC=CC=C2)[C]3[CH][CH][CH][CH]3.C1=CC=C(C=C1)[PH+](C2=CC=CC=C2)[C]3[CH][CH][CH][CH]3.C(Cl)Cl.Cl[Pd]Cl.[Fe] (dichloro[1,1′-bis(diphenylphosphino)ferrocene]palladium(II) dichloromethane adduct). Solvent: CCO.C1(=CC=CC=C1)C (EtOH toluene). Conditions: temperature 60 celsius. Product: BrC1=C(C(=C(C2=CC=CC=C12)C1=CC=C(C=C1)Cl)C#N)C (4-bromo-1-(4-chlorophenyl)-3-methyl-2-naphthonitrile). Yield: 28.0%. Reaction SMILES: FC(F)(S(O[C:17]1[C:26]2[C:21](=[CH:22][CH:23]=[CH:24][CH:25]=2)[C:20]([Br:27])=[CH:19][C:18]=1[C:28]#[N:29])(=O)=O)C(F)(F)C(F)(F)C(F)(F)F.[Cl:31][C:32]1[CH:37]=[CH:36][C:35](B(O)O)=[CH:34][CH:33]=1.[C:41]([O-])([O-])=O.[K+].[K+]>C1C=CC([PH+]([C]2[CH][CH][CH][CH]2)C2C=CC=CC=2)=CC=1.C1C=CC([PH+]([C]2[CH][CH][CH][CH]2)C2C=CC=CC=2)=CC=1.C(Cl)Cl.Cl[Pd]Cl.[Fe].CCO.C1(C)C=CC=CC=1>[Br:27][C:20]1[C:21]2[C:26](=[CH:25][CH:24]=[CH:23][CH:22]=2)[C:17]([C:35]2[CH:36]=[CH:37][C:32]([Cl:31])=[CH:33][CH:34]=2)=[C:18]([C:28]#[N:29])[C:19]=1[CH3:41] |f:2.3.4,5.6.7.8.9,10.11,^1:51,52,53,54,55,69,70,71,72,73|. Reported procedure: To a 50-50 (v/v) EtOH-toluene solution (4 mL) of 4-bromo-2-cyanonaphthalen-1-yl perfluorobutanesulfonate (3.99 g, 7.33 mmol) in a 2-5 mL microwave vial was added 4-chlorophenylboronic acid (1.65 g, 10.55 mmol) and dichloro[1,1′-bis(diphenylphosphino)ferrocene]palladium(II) dichloromethane adduct (165 mg, 0.171 mmol) and 6 mL of 2 M K2CO3. The vial was sealed, and heated thermally at 60° C. for 30 minutes. The mixture was concentrated in vacuo, redissolved in EtOAc and washed with saturated NH4Cl... The reactants are O=C(O)c1cc(Br)c(F)c(F)c1F, C1CCOC1, C[Si](C)(C)[N-][Si](C)(C)C, Nc1ccccc1F, [Li+]. Product: O=C(O)c1cc(Br)c(F)c(F)c1Nc1ccccc1F. Reaction SMILES: [Br:19][c:20]1[c:21]([F:31])[c:22]([F:30])[c:23]([F:29])[c:24]([C:25](=[O:26])[OH:27])[cH:28]1.[CH2:32]1[O:33][CH2:34][CH2:35][CH2:36]1.[CH3:10][Si:11]([N-:12][Si:13]([CH3:14])([CH3:15])[CH3:16])([CH3:17])[CH3:18].[F:1][c:2]1[c:3]([NH2:4])[cH:5][cH:6][cH:7][cH:8]1.[Li+:9]>>[F:1][c:2]1[c:3]([NH:4][c:23]2[c:22]([F:30])[c:21]([F:31])[c:20]([Br:19])[cH:28][c:24]2[C:25](=[O:26])[OH:27])[cH:5][cH:6][cH:7][cH:8]1. Reactants: O=C([O-])[O-], CCO, [Cl-], [K+], [K+], [NH3+]O, CCC=C(C=O)c1ccccc1. The product is CCC=C(C=NO)c1ccccc1. As a reaction SMILES: [C:4](=[O:5])([O-:6])[O-:7].[CH3:22][CH2:23][OH:24].[Cl-:1].[K+:8].[K+:9].[OH:2][NH3+:3].[c:10]1([C:16]([CH:17]=[O:18])=[CH:19][CH2:20][CH3:21])[cH:11][cH:12][cH:13][cH:14][cH:15]1>>[OH:2][N:3]=[CH:17][C:16]([c:10]1[cH:11][cH:12][cH:13][cH:14][cH:15]1)=[CH:19][CH2:20][CH3:21]. Starting materials: CCN(CC)S(F)(F)F, ClCCl, CC(C)CCn1c(Cn2c(=O)n(C(C)C)c3ccccc32)nc2cc(CO)ccc21. The product is CC(C)CCn1c(Cn2c(=O)n(C(C)C)c3ccccc32)nc2cc(CF)ccc21. Reaction SMILES: [CH2:31]([N:32]([S:33]([F:34])([F:35])[F:37])[CH2:36][CH3:38])[CH3:39].[Cl:40][CH2:41][Cl:42].[OH:1][CH2:2][c:3]1[cH:4][c:5]2[c:6]([n:7]([CH2:24][CH2:25][CH:26]([CH3:27])[CH3:28])[c:8]([CH2:10][n:11]3[c:12](=[O:23])[n:13]([CH:20]([CH3:21])[CH3:22])[c:14]4[c:15]3[cH:16][cH:17][cH:18][cH:19]4)[n:9]2)[cH:29][cH:30]1>>[CH2:2]([c:3]1[cH:4][c:5]2[c:6]([n:7]([CH2:24][CH2:25][CH:26]([CH3:27])[CH3:28])[c:8]([CH2:10][n:11]3[c:12](=[O:23])[n:13]([CH:20]([CH3:21])[CH3:22])[c:14]4[c:15]3[cH:16][cH:17][cH:18][cH:19]4)[n:9]2)[cH:29][cH:30]1)[F:37]. Starting materials: CC1Cc2ccc(Br)cc2CN1c1cc(N2CCN(C)CC2)nc(N)n1, C1COCCO1, CN(C)c1ccc([PH](C(C)(C)C)(C(C)(C)C)[Pd](Cl)(Cl)[PH](c2ccc(N(C)C)cc2)(C(C)(C)C)C(C)(C)C)cc1, N#N, [Na+], [Na+], O=C([O-])[O-], O, OB(O)c1cc[nH]n1. Yields the product CC1Cc2ccc(-c3cc[nH]n3)cc2CN1c1cc(N2CCN(C)CC2)nc(N)n1. Reaction SMILES: [Br:9][c:10]1[cH:11][cH:12][c:13]2[c:18]([cH:19]1)[CH2:17][N:16]([c:20]1[n:21][c:22]([NH2:33])[n:23][c:24]([N:26]3[CH2:27][CH2:28][N:29]([CH3:32])[CH2:30][CH2:31]3)[cH:25]1)[CH:15]([CH3:34])[CH2:14]2.[CH2:43]1[O:44][CH2:45][CH2:46][O:47][CH2:48]1.[Cl:50][Pd:51]([Cl:52])([PH:53]([C:54]([CH3:55])([CH3:56])[CH3:57])([C:58]([CH3:59])([CH3:60])[CH3:61])[c:62]1[cH:63][cH:64][c:65]([N:66]([CH3:67])[CH3:68])[cH:69][cH:70]1)[PH:71]([c:72]1[cH:73][cH:74][c:75]([N:76]([CH3:77])[CH3:78])[cH:79][cH:80]1)([C:81]([CH3:82])([CH3:83])[CH3:84])[C:85]([CH3:86])([CH3:87])[CH3:88].[N:41]#[N:42].[Na+:35].[Na+:36].[O-:37][C:38](=[O:39])[O-:40].[OH2:49].[nH:1]1[n:2][c:3]([B:6]([OH:7])[OH:8])[cH:4][cH:5]1>>[nH:1]1[n:2][c:3](-[c:10]2[cH:11][cH:12][c:13]3[c:18]([cH:19]2)[CH2:17][N:16]([c:20]2[n:21][c:22]([NH2:33])[n:23][c:24]([N:26]4[CH2:27][CH2:28][N:29]([CH3:32])[CH2:30][CH2:31]4)[cH:25]2)[CH:15]([CH3:34])[CH2:14]3)[cH:4][cH:5]1. The reactants are O=C1C(=CN=C(N1)C1=C(C=CC=C1)OCC)C(=O)OCC (ethyl 1,6-dihydro-6-oxo-2-(2-ethoxyphenyl)pyrimidine-5-carboxylate), [OH-].[Na+] (NaOH), Cl (HCl). The product is O=C1C(=CN=C(N1)C1=C(C=CC=C1)OCC)C(=O)O (1,6-Dihydro-6-oxo-2-(2-ethoxyphenyl)pyrimidine-5-carboxylic acid). The yield is 100.2%. As a reaction SMILES: [O:1]=[C:2]1[NH:7][C:6]([C:8]2[CH:13]=[CH:12][CH:11]=[CH:10][C:9]=2[O:14][CH2:15][CH3:16])=[N:5][CH:4]=[C:3]1[C:17]([O:19]CC)=[O:18].[OH-].[Na+].Cl>>[O:1]=[C:2]1[NH:7][C:6]([C:8]2[CH:13]=[CH:12][CH:11]=[CH:10][C:9]=2[O:14][CH2:15][CH3:16])=[N:5][CH:4]=[C:3]1[C:17]([OH:19])=[O:18] |f:1.2|. Reported procedure: A solution of ethyl 1,6-dihydro-6-oxo-2-(2-ethoxyphenyl)pyrimidine-5-carboxylate (2 g., 6.9 mmole) in 1N NaOH (20 ml., 20 mmole) was heated at reflux for 10 minutes. The solution was cooled and acidified with 6N HCl to yield the title product (1.8 g., m.p. 168°-184°). Recrystallization from acetonitrile gave 1.2 g. of colorless crystals, m.p. 186°-188°. Reactants: OCC1=NN(C(=C1)C1=CC=CC=C1)C1=CC=C(C=C1)S(=O)(=O)N (4-[3-hydroxymethyl-5-phenyl-1H-pyrazol-1-yl]benzene Sulfonamide), C(C)N(CC)S(F)(F)F (diethylaminosulfur trifluoride). The solvent is ClCCl (dichloromethane). Reaction conditions: time 3 hour. Product: FCC1=NN(C(=C1)C1=CC=CC=C1)C1=CC=C(C=C1)S(=O)(=O)N (4-[3-fluoromethyl-5-phenyl-1H-pyrazol-1-yl]benzenesulfonamide). Reaction SMILES: O[CH2:2][C:3]1[CH:7]=[C:6]([C:8]2[CH:13]=[CH:12][CH:11]=[CH:10][CH:9]=2)[N:5]([C:14]2[CH:19]=[CH:18][C:17]([S:20]([NH2:23])(=[O:22])=[O:21])=[CH:16][CH:15]=2)[N:4]=1.C(N(S(F)(F)[F:30])CC)C>ClCCl>[F:30][CH2:2][C:3]1[CH:7]=[C:6]([C:8]2[CH:13]=[CH:12][CH:11]=[CH:10][CH:9]=2)[N:5]([C:14]2[CH:19]=[CH:18][C:17]([S:20]([NH2:23])(=[O:22])=[O:21])=[CH:16][CH:15]=2)[N:4]=1. Procedure: To a mixture of the alcohol from Step 3 (212 mg, 0.64 mmol) in dichloromethane (4 mL) was added diethylaminosulfur trifluoride (0.13 mL, 1.0 mmol). The reaction mixture was stirred at room temperature for 3 hours and partitioned between water and dichloromethane. The organic solution was washed with brine and concentrated. The residue was chromatographed on silica (72 mg, 34%): mp 162°-163° C.; Anal. calc'd for C16H14N3O2SF: C, 58.00; H, 4.26; N, 12.68. Found: C, 57.95; H, 4.03; N, 12.58. Starting materials: N1CC(OCC1)CNC(=O)C1=C(N=C(S1)C1=CC=C(C=C1)Cl)C (N-(morpholin-2-yl methyl)-2-(4-chlorophenyl)-4-methylthiazole-5-carboxamide), IC1=C(C(=O)OC(C)(C)C)C=CC=C1 (tert-butyl 2-iodobenzoate). The product is ClC1=CC=C(C=C1)C=1SC(=C(N1)C)C(=O)NCC1CN(CCO1)C1=C(C(=O)OC(C)(C)C)C=CC=C1 (tert-Butyl 2-[2-[[2-(4-chlorophenyl)-4-methylthiazole-5-carbonyl]aminomethyl]morpholin-4-yl]benzoate). Yield: 62.8%. RXN SMILES: [NH:1]1[CH2:6][CH2:5][O:4][CH:3]([CH2:7][NH:8][C:9]([C:11]2[S:15][C:14]([C:16]3[CH:21]=[CH:20][C:19]([Cl:22])=[CH:18][CH:17]=3)=[N:13][C:12]=2[CH3:23])=[O:10])[CH2:2]1.I[C:25]1[CH:37]=[CH:36][CH:35]=[CH:34][C:26]=1[C:27]([O:29][C:30]([CH3:33])([CH3:32])[CH3:31])=[O:28]>>[Cl:22][C:19]1[CH:20]=[CH:21][C:16]([C:14]2[S:15][C:11]([C:9]([NH:8][CH2:7][CH:3]3[O:4][CH2:5][CH2:6][N:1]([C:34]4[CH:35]=[CH:36][CH:37]=[CH:25][C:26]=4[C:27]([O:29][C:30]([CH3:33])([CH3:32])[CH3:31])=[O:28])[CH2:2]3)=[O:10])=[C:12]([CH3:23])[N:13]=2)=[CH:17][CH:18]=1. Procedure: Using N-(morpholin-2-yl methyl)-2-(4-chlorophenyl)-4-methylthiazole-5-carboxamide (120 mg, 0.341 mmol) and tert-butyl 2-iodobenzoate (104 mg, 0.341 mmol), the same procedure was followed as in Example 58 to give 113 mg (63%) of the desired compound as a pale yellow amorphous product. Reactants: COCOC1=C(CO)C=CC=C1OC (2-methoxymethoxy-3-methoxybenzyl alcohol), S(=O)(Cl)Cl (thionyl chloride), resultant solution, C(C)(C)N(C(C)C)CC (N,N-diisopropylethylamine), resultant mixture. The solvent is C(C)OCC (diethyl ether), C(C)OCC (diethyl ether). Run at time 15 minute. Yields the product crude product, COCOC1=C(CCl)C=CC=C1OC (2-methoxymethoxy-3-methoxybenzyl chloride). Reaction SMILES: [CH3:1][O:2][CH2:3][O:4][C:5]1[C:12]([O:13][CH3:14])=[CH:11][CH:10]=[CH:9][C:6]=1[CH2:7]O.C(N(CC)C(C)C)(C)C.S(Cl)([Cl:26])=O>C(OCC)C>[CH3:1][O:2][CH2:3][O:4][C:5]1[C:12]([O:13][CH3:14])=[CH:11][CH:10]=[CH:9][C:6]=1[CH2:7][Cl:26]. Reported procedure: 2.34 g (11.8 mmol) of 2-methoxymethoxy-3-methoxybenzyl alcohol was dissolved in 20 ml of diethyl ether, and the resultant solution was added with 1.53 g (11.8, mmol) of N,N-diisopropylethylamine. To the obtained solution was fed dropwise 1.40 g (11.8 mmol) of thionyl chloride and diethyl ether (15 ml) in a manner of spending 15 min. while cooling the solution with ice. The temperature of the resultant mixture was then brought back to a room temperature, and the mixture was stirred all night. The...